Task: describe an organic reaction: reactants, conditions, products, and yield. Dataset: the Open Reaction Database (ORD), a public repository of structured organic reaction records Starting materials: BrC1=CC=CC2=C1C=CS2 (4-Bromobenzothiophene), COC(Cl)Cl (dichloromethyl methyl ether), C(=O)(O)[O-].[Na+] (NaHCO3). Reagents/catalysts: [Ti](Cl)(Cl)(Cl)Cl (Titanium tetrachloride). The solvent is C(Cl)Cl (DCM). Conditions: time 30 minute. The product is BrC1=CC=CC2=C1C(=CS2)C=O (4-bromobenzothiophene-3-carboxaldehyde). Yield: 44.7%. Reaction SMILES: [Br:1][C:2]1[C:7]2[CH:8]=[CH:9][S:10][C:6]=2[CH:5]=[CH:4][CH:3]=1.[CH3:11][O:12]C(Cl)Cl.C([O-])(O)=O.[Na+]>C(Cl)Cl.[Ti](Cl)(Cl)(Cl)Cl>[Br:1][C:2]1[C:7]2[C:8]([CH:11]=[O:12])=[CH:9][S:10][C:6]=2[CH:5]=[CH:4][CH:3]=1 |f:2.3|. Reported procedure: 4-Bromobenzothiophene (1.80 g, 8.45 mmol) and dichloromethyl methyl ether (1.46 g, 12.7 mmol) were dissolved in anhydrous DCM (100 mL). Titanium tetrachloride (2.40 g, 12.7 mmol) was added, turning the solution dark. After 30 minutes at room temperature, the reaction was poured into a mixture of saturated aqueous NaHCO3 and ice. The mixture was stirred for about 30 minutes and then was extracted with DCM (2×150 mL). The extracts were concentrated and chromatographed (0 to 15% ethyl acetate in he... Reactants: ClC1=C(C=CC=C1)C=1N(C=C(N1)C(=O)O)C1=CC=C(C=C1)Cl (2-(2-chlorophenyl)-1-(4-chlorophenyl)-1H-imidazole-4-carboxylic acid), N=C=N (Carbodimide), FC(C1=CC=C(C=C1)S(=O)(=O)N)(F)F (α,α,α-trifluoro-p-toluenesulfonamide). The reagents and catalysts are CN(C)C=1C=CN=CC1 (DMAP). Run in ClCCl (dichloromethane). Conditions: time 8 hour. The product is ClC1=C(C=CC=C1)C=1N(C=C(N1)C(=O)NS(=O)(=O)C1=CC=C(C=C1)C(F)(F)F)C1=CC=C(C=C1)Cl (N-{[2-(2-chlorophenyl)-1-(4-chlorophenyl)-1H-imidazol-4-yl]carbonyl}-4-(trifluoromethyl)benzenesulfonamide). The yield is 9.7%. Reaction SMILES: [Cl:1][C:2]1[CH:7]=[CH:6][CH:5]=[CH:4][C:3]=1[C:8]1[N:9]([C:16]2[CH:21]=[CH:20][C:19]([Cl:22])=[CH:18][CH:17]=2)[CH:10]=[C:11]([C:13]([OH:15])=O)[N:12]=1.N=C=N.[F:26][C:27]([F:39])([F:38])[C:28]1[CH:33]=[CH:32][C:31]([S:34]([NH2:37])(=[O:36])=[O:35])=[CH:30][CH:29]=1>CN(C1C=CN=CC=1)C.ClCCl>[Cl:1][C:2]1[CH:7]=[CH:6][CH:5]=[CH:4][C:3]=1[C:8]1[N:9]([C:16]2[CH:21]=[CH:20][C:19]([Cl:22])=[CH:18][CH:17]=2)[CH:10]=[C:11]([C:13]([NH:37][S:34]([C:31]2[CH:30]=[CH:29][C:28]([C:27]([F:26])([F:39])[F:38])=[CH:33][CH:32]=2)(=[O:35])=[O:36])=[O:15])[N:12]=1. Reported procedure: In a 20-mL screw-cap vial, 250 mg (0.75 mmol) 2-(2-chlorophenyl)-1-(4-chlorophenyl)-1H-imidazole-4-carboxylic acid, 18.3 mg DMAP (0.15 mmol), 1.25 g PS-Carbodimide (1.5 mmol) (polystyrene-supported cyclohexylcarbodiimide, Argonaut Technologies Inc., San Carlos, Calif.), 169 mg α,α,α-trifluoro-p-toluenesulfonamide (0.75 mmol), and 12 mL dichloromethane were added, and the reaction mixture was mixed by orbital shaking at rt overnight. The reaction mixture was filtered through a filter tube (polypr... Reactants: CC(=O)[O-], O=C([O-])O, CC(=O)[O-], CCC(CC)(c1ccc(OCC(=O)C(C)(C)C)c(C)c1)c1ccc(B2OC(C)(C)C(C)(C)O2)c(C)c1, COC(=O)Cc1ccc(Br)cc1, Cc1ccccc1, COc1cccc(OC)c1-c1ccccc1P(C1CCCCC1)C1CCCCC1, [K+], [K+], [K+], [Na+], O, O=P([O-])([O-])[O-], [Pd+2]. Yields the product CCC(CC)(c1ccc(OCC(=O)C(C)(C)C)c(C)c1)c1ccc(-c2ccc(CC(=O)OC)cc2)c(C)c1. RXN SMILES: [C:103]([O-:104])(=[O:105])[CH3:106].[C:86](=[O:87])([OH:88])[O-:89].[C:98]([O-:99])(=[O:100])[CH3:101].[CH2:50]([CH3:51])[C:52]([CH2:53][CH3:54])([c:55]1[cH:56][c:57]([CH3:70])[c:58]([B:61]2[O:62][C:63]([CH3:64])([CH3:65])[C:66]([CH3:67])([CH3:68])[O:69]2)[cH:59][cH:60]1)[c:71]1[cH:72][c:73]([CH3:85])[c:74]([O:75][CH2:76][C:77]([C:78]([CH3:79])([CH3:80])[CH3:81])=[O:82])[cH:83][cH:84]1.[CH3:1][O:2][C:3]([CH2:4][c:5]1[cH:6][cH:7][c:8]([Br:11])[cH:9][cH:10]1)=[O:12].[CH3:91][c:92]1[cH:93][cH:94][cH:95][cH:96][cH:97]1.[CH:13]1([P:14]([CH:15]2[CH2:16][CH2:17][CH2:18][CH2:19][CH2:20]2)[c:21]2[cH:22][cH:23][cH:24][cH:25][c:26]2-[c:27]2[c:28]([O:29][CH3:30])[cH:31][cH:32][cH:33][c:34]2[O:35][CH3:36])[CH2:37][CH2:38][CH2:39][CH2:40][CH2:41]1.[K+:47].[K+:48].[K+:49].[Na+:90].[OH2:107].[P:42]([O-:43])([O-:44])([O-:45])=[O:46].[Pd+2:102]>>[CH3:1][O:2][C:3]([CH2:4][c:5]1[cH:6][cH:7][c:8](-[c:58]2[c:57]([CH3:70])[cH:56][c:55]([C:52]([CH2:50][CH3:51])([CH2:53][CH3:54])[c:71]3[cH:72][c:73]([CH3:85])[c:74]([O:75][CH2:76][C:77]([C:78]([CH3:79])([CH3:80])[CH3:81])=[O:82])[cH:83][cH:84]3)[cH:60][cH:59]2)[cH:9][cH:10]1)=[O:12]. The reactants are C1CCOC1, CCCC[N+](CCCC)(CCCC)CCCC, [F-], CC(OCc1nc2cc(-c3ccncc3)ccc2[nH]1)[Si](C)(C)C. The product is c1cc(-c2ccc3nc[nH]c3c2)ccn1. As a reaction SMILES: [CH2:42]1[O:43][CH2:44][CH2:45][CH2:46]1.[CH3:25][CH2:26][CH2:27][CH2:28][N+:29]([CH2:30][CH2:31][CH2:32][CH3:33])([CH2:34][CH2:35][CH2:36][CH3:37])[CH2:38][CH2:39][CH2:40][CH3:41].[F-:24].[n:1]1[cH:2][cH:3][c:4](-[c:7]2[cH:8][cH:9][c:10]3[c:11]([n:12][c:13]([CH2:15][O:16][CH:17]([Si:18]([CH3:19])([CH3:20])[CH3:21])[CH3:22])[nH:14]3)[cH:23]2)[cH:5][cH:6]1>>[n:1]1[cH:2][cH:3][c:4](-[c:7]2[cH:8][cH:9][c:10]3[c:11]([nH:12][cH:13][n:14]3)[cH:23]2)[cH:5][cH:6]1. Reactants: ICCC (1-iodopropane), C(CCC)N1C(C(=C(C2=CC=CN=C12)C1=CC(=CC=C1)O)NC(=O)NC1=C(C=CC=C1C(C)C)C(C)C)=O (N-{1-butyl-4-(3-hydroxyphenyl)-1,2-dihydro-2-oxo-1,8-naphthyridin-3-yl }-N'-(2,6-diisopropylphenyl)urea), C([O-])([O-])=O.[K+].[K+] (potassium carbonate), [I-].[K+] (potassium iodide). Solvent: CN(C)C=O (DMF), O (water). Reaction conditions: time 5 hour. Yields the product C(CCC)N1C(C(=C(C2=CC=CN=C12)C1=CC(=CC=C1)OCCC)NC(=O)NC1=C(C=CC=C1C(C)C)C(C)C)=O (N-[1-butyl-4-(3-propoxyphenyl)-1,2-dihydro-2-oxo-1,8-naphthyridin-3-yl]-N'-(2,6-diisopropylphenyl)urea). The yield is 82.8%. As a reaction SMILES: [CH2:1]([N:5]1[C:14]2[C:9](=[CH:10][CH:11]=[CH:12][N:13]=2)[C:8]([C:15]2[CH:20]=[CH:19][CH:18]=[C:17]([OH:21])[CH:16]=2)=[C:7]([NH:22][C:23]([NH:25][C:26]2[C:31]([CH:32]([CH3:34])[CH3:33])=[CH:30][CH:29]=[CH:28][C:27]=2[CH:35]([CH3:37])[CH3:36])=[O:24])[C:6]1=[O:38])[CH2:2][CH2:3][CH3:4].C(=O)([O-])[O-].[K+].[K+].[I-].[K+].I[CH2:48][CH2:49][CH3:50]>CN(C=O)C.O>[CH2:1]([N:5]1[C:14]2[C:9](=[CH:10][CH:11]=[CH:12][N:13]=2)[C:8]([C:15]2[CH:20]=[CH:19][CH:18]=[C:17]([O:21][CH2:48][CH2:49][CH3:50])[CH:16]=2)=[C:7]([NH:22][C:23]([NH:25][C:26]2[C:27]([CH:35]([CH3:37])[CH3:36])=[CH:28][CH:29]=[CH:30][C:31]=2[CH:32]([CH3:33])[CH3:34])=[O:24])[C:6]1=[O:38])[CH2:2][CH2:3][CH3:4] |f:1.2.3,4.5|. Procedure: To a suspension of N-{1-butyl-4-(3-hydroxyphenyl)-1,2-dihydro-2-oxo-1,8-naphthyridin-3-yl }-N'-(2,6-diisopropylphenyl)urea (300 mg, 0.58 mmol), potassium carbonate (96 mg, 0.7 mmol) and potassium iodide (19 mg) in DMF (5 ml) was added 1-iodopropane (99 mg, 0.58 mmol) at room temperature, and the mixture was stirred at 40°-50° C. for five hours. After allowed to stand for cooling, the mixture was poured into water, and the mixture was extracted with ethyl acetate. The extracted was washed with wa... Reactants: C[Si](C)(C)C=[N+]=[N-] (Trimethylsilyldiazomethane), C[Si](C)(C)C=[N+]=[N-] (trimethylsilyldiazomethane), ClC1=CC=C(COC=2C(C=C(NC2)CO)=O)C=C1 (5-(4-chloro-benzyloxy)-2-hydroxymethyl-1H-pyridin-4-one). Solvent: CCCCCC (hexane), CCCCCC (hexane), CN(C=O)C (N,N-dimethylformamide), CO (methanol). Conditions: time 8 hour. Yields the product ClC1=CC=C(COC=2C(=CC(=NC2)CO)OC)C=C1 ([5-(4-chloro-benzyloxy)-4-methoxy-pyridin-2-yl]-methanol). RXN SMILES: [Cl:1][C:2]1[CH:18]=[CH:17][C:5]([CH2:6][O:7][C:8]2[C:9](=[O:16])[CH:10]=[C:11]([CH2:14][OH:15])[NH:12][CH:13]=2)=[CH:4][CH:3]=1.[CH3:19][Si](C=[N+]=[N-])(C)C>CO.CN(C)C=O.CCCCCC>[Cl:1][C:2]1[CH:18]=[CH:17][C:5]([CH2:6][O:7][C:8]2[C:9]([O:16][CH3:19])=[CH:10][C:11]([CH2:14][OH:15])=[N:12][CH:13]=2)=[CH:4][CH:3]=1. Procedure: 5-(4-Chloro-benzyloxy)-2-hydroxymethyl-1H-pyridin-4-one (639, 1.06 g, 3.99 mmol) was dissolved in methanol (8.5 mL) and N,N-dimethylformamide (46 mL). Trimethylsilyldiazomethane in hexane (2.00 M, 3.99 mL) was added. The reaction was stirred at room temperature overnight, then additional trimethylsilyldiazomethane in hexane (2.00 M, 3.99 mL) was added. The reaction was stirred at room temperature for 2 days. The mixture was adsorbed onto silica and purified by silica gel chromatography, methanol... Reaction SMILES: [Br:16][CH2:17][CH2:18][CH2:19][OH:20].[K+:10].[K+:11].[O-:12][C:13]([O-:14])=[O:15].[O:22]=[CH:23][N:24]([CH3:25])[CH3:26].[OH2:21].[OH:1][c:2]1[cH:3][c:4]([CH:5]=[O:6])[cH:7][cH:8][cH:9]1>>[O:1]([c:2]1[cH:3][c:4]([CH:5]=[O:6])[cH:7][cH:8][cH:9]1)[CH2:17][CH2:18][CH2:19][OH:20]. Reactants: OCCCBr, [K+], [K+], O=C([O-])[O-], CN(C)C=O, O, O=Cc1cccc(O)c1. Yields the product O=Cc1cccc(OCCCO)c1. Reactants: O1CCC(CC1)CO ((tetrahydro-2H-pyran-4-yl) methanol), S(=O)(=O)(C1=CC=C(C)C=C1)Cl (tosyl chloride). Run in C(C)N(CC)CC (triethylamine). Product: O1CCC(CC1)COS(=O)(=O)C1=CC=C(C=C1)C ((tetrahydro-2H-pyran-4-yl)methyl4-methylbenzenesulfonate). As a reaction SMILES: [O:1]1[CH2:6][CH2:5][CH:4]([CH2:7][OH:8])[CH2:3][CH2:2]1.[S:9](Cl)([C:12]1[CH:18]=[CH:17][C:15]([CH3:16])=[CH:14][CH:13]=1)(=[O:11])=[O:10]>C(N(CC)CC)C>[O:1]1[CH2:6][CH2:5][CH:4]([CH2:7][O:8][S:9]([C:12]2[CH:18]=[CH:17][C:15]([CH3:16])=[CH:14][CH:13]=2)(=[O:11])=[O:10])[CH2:3][CH2:2]1. Procedure: Commercially available (tetrahydro-2H-pyran-4-yl) methanol (Maybridge), tosyl chloride and triethylamine were processed using the method described in Example 184B to afford the title compound. 1H NMR (300 MHz, dimethylsulfoxide-d6) δ ppm 1.05-1.25 (m, 2 H), 1.40-1.53 (m, 2 H), 1.73-1.94 (m, 1 H), 2.43 (s, 3 H), 3.14-3.28 (m, 2 H), 3.71-3.84 (m, 2 H), 3.88 (d, J=6.4 Hz, 2 H), 7.48 (d, J=8.5 Hz, 2 H), 7.79 (d, J=8.5 Hz, 2 H). Reactants: C=CC(=C)Cl (Chloroprene), Br/C=1/C(=O)OC(\C1)=O (bromomaleic anhydride). The solvent is petroleum ether. Run at temperature 50 celsius. Product: ClC=1CC2=C(C(=O)OC2=O)CC1 (4-Chloro-3,6-dihydrophthalic anhydride). Reaction SMILES: [CH2:1]=[CH:2][C:3]([Cl:5])=[CH2:4].Br[C:7]1[C:8]([O:10][C:11](=[O:13])[CH:12]=1)=[O:9]>>[Cl:5][C:3]1[CH2:4][C:12]2[C:11](=[O:13])[O:10][C:8](=[O:9])[C:7]=2[CH2:1][CH:2]=1. Procedure details: Chloroprene (13.6 g) and bromomaleic anhydride 14.6 g) were added together and the solution was heated to 50° C. for 11.5 hours. The reaction mixture was taken up in hot petroleum ether (bp 60° to 80° C.) and filtered. After cooling to room temperature, a solid was collected (6.2 g)- An additional 5 g of material remained in the mother liquors. The material consisted of a mixture of 4-chloro-3,6-dihydrophthalic anhydride, 4-chloro-l-bromo-1,2,3,6-tetrahydrophthalic anhydride and 4-chloro-2-bromo... Starting materials: BrC1=CC(=CC(=C1)C(=C)C)S(=O)(=O)C(C)C (1-bromo-3-(isopropylsulfonyl)-5-(prop-1-en-2-yl)benzene), C(C)(=O)OCC (Ethyl acetate), [NH4+].[OH-] (NH4OH). Reagents/catalysts: [C-]#N.[C-]#N.[Zn+2] (Zn(CN)2), C=1C=CC(=CC1)[P](C=2C=CC=CC2)(C=3C=CC=CC3)[Pd]([P](C=4C=CC=CC4)(C=5C=CC=CC5)C=6C=CC=CC6)([P](C=7C=CC=CC7)(C=8C=CC=CC8)C=9C=CC=CC9)[P](C=1C=CC=CC1)(C=1C=CC=CC1)C=1C=CC=CC1 (Pd(PPh3)4), C=1C=CC(=CC1)[P](C=2C=CC=CC2)(C=3C=CC=CC3)[Pd]([P](C=4C=CC=CC4)(C=5C=CC=CC5)C=6C=CC=CC6)([P](C=7C=CC=CC7)(C=8C=CC=CC8)C=9C=CC=CC9)[P](C=1C=CC=CC1)(C=1C=CC=CC1)C=1C=CC=CC1 (Pd(PPh3)4). Run in CN(C)C=O (DMF). Run at temperature 100 celsius, time 2.5 hour. Product: C(C)(C)S(=O)(=O)C=1C=C(C#N)C=C(C1)C(=C)C (3-(isopropylsulfonyl)-5-(prop-1-en-2-yl)benzonitrile). RXN SMILES: Br[C:2]1[CH:7]=[C:6]([C:8]([CH3:10])=[CH2:9])[CH:5]=[C:4]([S:11]([CH:14]([CH3:16])[CH3:15])(=[O:13])=O)[CH:3]=1.[C:17](OCC)(=O)C.[NH4+:23].[OH-:24]>CN(C=O)C.[C-]#N.[C-]#N.[Zn+2].C1C=CC([P]([Pd]([P](C2C=CC=CC=2)(C2C=CC=CC=2)C2C=CC=CC=2)([P](C2C=CC=CC=2)(C2C=CC=CC=2)C2C=CC=CC=2)[P](C2C=CC=CC=2)(C2C=CC=CC=2)C2C=CC=CC=2)(C2C=CC=CC=2)C2C=CC=CC=2)=CC=1>[CH:14]([S:11]([C:4]1[CH:3]=[C:2]([CH:7]=[C:6]([C:8]([CH3:10])=[CH2:9])[CH:5]=1)[C:17]#[N:23])(=[O:13])=[O:24])([CH3:16])[CH3:15] |f:2.3,5.6.7,^1:38,40,59,78|. Procedure: A mixture of 32 mg (0.106 mmol) of 1-bromo-3-(isopropylsulfonyl)-5-(prop-1-en-2-yl)benzene, 11.2 mmol (0.0954 mmol) of Zn(CN)2 and 24.3 mg of (0.021 mmol) of Pd(PPh3)4 in 3 mL of DMF (degassed) was heated at 100° C. Over a period of 2.5 h, a total of 103 mg of Pd(PPh3)4 was added in 3 portions. Ethyl acetate and 10% NH4OH solution were added, and the organic layer was washed with H2O and brine. The aqueous layer was extracted with EtOAc (3×), and the combined extracts were dried over Na2SO4, fil...